The task is: describe an organic reaction: reactants, conditions, products, and yield. This data is from the Open Reaction Database (ORD), a public repository of structured organic reaction records. The reactants are CC(C)(C)OC(=O)C(C(=O)O)C(CCCc1ccc(Cl)cc1)C(=O)N1CCCCC1, C1CCNCC1, C=O, CCO. The product is C=C(C(=O)OC(C)(C)C)C(CCCc1ccc(Cl)cc1)C(=O)N1CCCCC1. Reaction SMILES: [C:1]([CH3:2])([CH3:3])([CH3:4])[O:5][C:6]([CH:7]([C:8]([OH:9])=[O:10])[CH:11]([CH2:12][CH2:13][CH2:14][c:15]1[cH:16][cH:17][c:18]([Cl:21])[cH:19][cH:20]1)[C:22](=[O:23])[N:24]1[CH2:25][CH2:26][CH2:27][CH2:28][CH2:29]1)=[O:30].[CH2:31]1[CH2:32][CH2:33][NH:34][CH2:35][CH2:36]1.[CH2:37]=[O:38].[CH3:39][CH2:40][OH:41]>>[C:1]([CH3:2])([CH3:3])([CH3:4])[O:5][C:6]([C:7](=[CH2:8])[CH:11]([CH2:12][CH2:13][CH2:14][c:15]1[cH:16][cH:17][c:18]([Cl:21])[cH:19][cH:20]1)[C:22](=[O:23])[N:24]1[CH2:25][CH2:26][CH2:27][CH2:28][CH2:29]1)=[O:30]. Reactants: CC(=O)O[BH-](OC(C)=O)OC(C)=O, CC(=O)O, CC(C)=O, CC(Cl)Cl, ClCCl, [Na+], FC(F)(F)c1ccccc1-c1ccc(CN2CCNC(c3ccccc3)C2)cc1. Yields the product CC(C)N1CCN(Cc2ccc(-c3ccccc3C(F)(F)F)cc2)CC1c1ccccc1. RXN SMILES: [C:30]([O:31][BH-:32]([O:33][C:40](=[O:34])[CH3:41])[O:35][C:36](=[O:37])[CH3:38])(=[O:39])[CH3:42].[CH3:44][C:45](=[O:46])[OH:47].[CH3:52][C:53](=[O:54])[CH3:55].[Cl:48][CH:49]([Cl:50])[CH3:51].[Cl:56][CH2:57][Cl:58].[Na+:43].[c:1]1([CH:7]2[CH2:8][N:9]([CH2:13][c:14]3[cH:15][cH:16][c:17](-[c:20]4[c:21]([C:26]([F:27])([F:28])[F:29])[cH:22][cH:23][cH:24][cH:25]4)[cH:18][cH:19]3)[CH2:10][CH2:11][NH:12]2)[cH:2][cH:3][cH:4][cH:5][cH:6]1>>[c:1]1([CH:7]2[CH2:8][N:9]([CH2:13][c:14]3[cH:15][cH:16][c:17](-[c:20]4[c:21]([C:26]([F:27])([F:28])[F:29])[cH:22][cH:23][cH:24][cH:25]4)[cH:18][cH:19]3)[CH2:10][CH2:11][N:12]2[CH:40]([CH3:41])[CH3:44])[cH:2][cH:3][cH:4][cH:5][cH:6]1.